The task is: describe an organic reaction: reactants, conditions, products, and yield. This data is from the Open Reaction Database (ORD), a public repository of structured organic reaction records. Starting materials: S(=O)(=O)(C1=CC=C(C)C=C1)NN=C1[C@]2(C)[C@@H](CC1)[C@@H]1CC[C@H]3C[C@@H]([C@H](C[C@]3(C)[C@H]1CC2)OC(C)C)O (2β-isopropoxy-3α-hydroxy-5α-androstan-17-one tosylhydrazone), [BH3-]C#N.[Na+] (NaBH3CN), C1(=CC=C(C=C1)S(=O)(=O)O)C (p-toluenesulfonic acid), [BH3-]C#N.[Na+] (NaBH3CN), C1(=CC=C(C=C1)S(=O)(=O)O)C (p-toluenesulfonic acid), S1(=O)(=O)CCCC1 (sulfolane). Solvent: O (Water), CN(C)C=O (DMF). Run at temperature 110 celsius. The product is C(C)(C)O[C@@H]1[C@H](C[C@@H]2CC[C@H]3[C@@H]4CCC[C@@]4(C)CC[C@@H]3[C@]2(C1)C)O (2β-isopropoxy-3α-hydroxy-5α-androstane). Yield: 19.1%. Reaction SMILES: S(NN=[C:13]1[CH2:18][CH2:17][C@H:16]2[C@H:19]3[C@H:29]([CH2:30][CH2:31][C@:14]12[CH3:15])[C@:27]1([CH3:28])[C@H:22]([CH2:23][C@H:24]([OH:36])[C@@H:25]([O:32][CH:33]([CH3:35])[CH3:34])[CH2:26]1)[CH2:21][CH2:20]3)(C1C=CC(C)=CC=1)(=O)=O.[BH3-]C#N.[Na+].C1(C)C=CC(S(O)(=O)=O)=CC=1.S1(CCCC1)(=O)=O>O.CN(C=O)C>[CH:33]([O:32][C@H:25]1[CH2:26][C@@:27]2([CH3:28])[C@@H:22]([CH2:21][CH2:20][C@@H:19]3[C@@H:29]2[CH2:30][CH2:31][C@@:14]2([CH3:15])[C@H:16]3[CH2:17][CH2:18][CH2:13]2)[CH2:23][C@@H:24]1[OH:36])([CH3:35])[CH3:34] |f:1.2|. Procedure details: To a mixture of 2β-isopropoxy-3α-hydroxy-5α-androstan-17-one tosylhydrazone (300 mg), NaBH3CN (144 mg) and p-toluenesulfonic acid (30 mg) was added DMF and sulfolane (1:1, 3 mL) and the mixture obtained was heated to 110° C. for 3 h. Then additional amount of NaBH3CN (144 mg) and p-toluenesulfonic acid (30 mg) was added and it was heated for another hour. Water was then added and the mixture was extracted with EtOAc (2×45 mL). The combined extracts were dried over Na2SO4 and the crude product ob...